The task is: describe an organic reaction: reactants, conditions, products, and yield. This data is from the Open Reaction Database (ORD), a public repository of structured organic reaction records. Product: ClC1=C(C(=O)O)C=C(C(=C1)Cl)F (2,4-dichloro-5-fluorobenzoic acid). Reactants: OO (hydrogen peroxide), ClC1=C(C(=O)C2=CC=CC=C2)C=C(C(=C1)Cl)F (2,4-dichloro-5-fluorobenzophenone), OO (hydrogen peroxide). Reaction SMILES: [Cl:1][C:2]1[CH:15]=[C:14]([Cl:16])[C:13]([F:17])=[CH:12][C:3]=1[C:4](C1C=CC=CC=1)=[O:5].[OH:18]O>S(=O)(=O)(O)O.O>[Cl:1][C:2]1[CH:15]=[C:14]([Cl:16])[C:13]([F:17])=[CH:12][C:3]=1[C:4]([OH:5])=[O:18]. Run in O (water), S(O)(O)(=O)=O (sulfuric acid). Isolated yield 85.2%. Reported procedure: 26.8 g (0.1 mol) of 2,4-dichloro-5-fluorobenzophenone are dissolved in 250 g of 96% sulfuric acid, and 17 g of 30% hydrogen peroxide solution are added at 0° C., with thorough mixing, in such a way that the temperature does not exceed 40° C. When the metered addition is complete, the temperature is allowed to drop to 20° C. and the mixture is stirred for 5 h at this temperature. If the conversion is incomplete, a further 5 g of hydrogen peroxide solution are metered in (T<40° C.) and the mixture... Reaction conditions: time 5 hour. Starting materials: C(C1=CC=CC=C1)(=O)O[C@H]1[C@@H](O[C@@H]([C@H]1OC(C1=CC=CC=C1)=O)COC(C1=CC=CC=C1)=O)N1C=NC=2C(N[C@@H](CSC=3SC=CN3)C)=NC(=NC12)Cl (2',3',5'-Tri-O-benzoyl-2-chloro-N-[(R)-1-(2-thiazolyl)thio-2-propyl]adenosine). The solvent is N (ammonia). Conditions: temperature 20 celsius, time 40 hour. Yields the product 2-chloro-N-[(R)-1-(2-thiazolyl)thio-2-propyl), [C@@H]1([C@H](O)[C@H](O)[C@@H](CO)O1)N1C=NC=2C(N)=NC=NC12 (adenosine). The yield is 79.8%. Reaction SMILES: C([O:9][C@@H:10]1[C@H:14]([O:15]C(=O)C2C=CC=CC=2)[C@@H:13]([CH2:24][O:25]C(=O)C2C=CC=CC=2)[O:12][C@H:11]1[N:34]1[C:52]2[N:51]=[C:50](Cl)[N:49]=[C:38]([NH:39][C@H](C)CSC3SC=CN=3)[C:37]=2[N:36]=[CH:35]1)(=O)C1C=CC=CC=1>N>[C@@H:11]1([N:34]2[C:52]3[N:51]=[CH:50][N:49]=[C:38]([NH2:39])[C:37]=3[N:36]=[CH:35]2)[O:12][C@H:13]([CH2:24][OH:25])[C@@H:14]([OH:15])[C@H:10]1[OH:9]. Procedure: 2',3',5'-Tri-O-benzoyl-2-chloro-N-[(R)-1-(2-thiazolyl)thio-2-propyl]adenosine (1.2 g, 1.5 mmol) was dissolved in methanolic ammonia (25 ml) (previously saturated at -10° C.) and stirred at 20° C. for 40 h. The reaction mixture was concentrated to an oil at reduced pressure and purified by flash chromatography eluting with a mixture of dichloromethane, ethanol and ammonia (90:10:1), to provide the title 2-chloro-N-[(R)-1-(2-thiazolyl)thio-2-propyl)]adenosine (0.32 g, 46%) as a foam, 1H NMR (DMSO-... Reactants: ClC=1C=C(C=C(C1OCC1=CC=CC=C1)OC)/C=C/C(=O)OCC (ethyl (2E)-3-{3-chloro-5-(methyloxy)-4-[(phenylmethyl)oxy]phenyl}-2-propenoate). The reagents and catalysts are O=[Pt]=O (PtO2). The solvent is CCOC(=O)C (EtOAc). Conditions: time 18 hour. Yields the product ClC=1C=C(C=C(C1O)OC)CCC(=O)OCC (Ethyl 3-[3-chloro-4-hydroxy-5-(methyloxy)phenyl]propanoate). Isolated yield 87.4%. As a reaction SMILES: [Cl:1][C:2]1[CH:3]=[C:4](/[CH:18]=[CH:19]/[C:20]([O:22][CH2:23][CH3:24])=[O:21])[CH:5]=[C:6]([O:16][CH3:17])[C:7]=1[O:8]CC1C=CC=CC=1>CCOC(C)=O.O=[Pt]=O>[Cl:1][C:2]1[CH:3]=[C:4]([CH2:18][CH2:19][C:20]([O:22][CH2:23][CH3:24])=[O:21])[CH:5]=[C:6]([O:16][CH3:17])[C:7]=1[OH:8]. Procedure details: To a stirring solution of ethyl (2E)-3-{3-chloro-5-(methyloxy)-4-[(phenylmethyl)oxy]phenyl}-2-propenoate (441 mg, 1.27 mmol) in EtOAc (9 mL) under nitrogen at ambient temperature was added PtO2 (20 wt %, 88 mg) and the mixture stirred under an atmosphere of hydrogen for 18 h. The resulting mixture was then purified by SPE (silica, 5 g cartridge) with a pad of celite on the top, eluting with EtOAc. The filtrate was then reduced and purified further by SPE (silica, 10 g cartridge) eluting with cyc... Starting materials: C1=CC=C(C=C1)P(C2=CC=CC=C2)C3=CC=CC=C3 (PPh3), [OH-].[Na+] (NaOH), ClC=1C=C(C(=O)OC)C=CC1O (methyl 3-chloro-4-hydroxybenzoate), CC(C)OC(=O)/N=N/C(=O)OC(C)C (DIAD). Run in C1CCOC1 (THF), CC(C)O (Propan-2-ol), CO (MeOH). Run at temperature 0 celsius, time 8 hour. Yields the product ClC=1C=C(C(=O)O)C=CC1OC(C)C (3-Chloro-4-[(1-methylethyl)oxy]benzoic acid). Yield: 430.8%. RXN SMILES: [CH:1]1[CH:6]=CC(P(C2C=CC=CC=2)C2C=CC=CC=2)=C[CH:2]=1.[Cl:20][C:21]1[CH:22]=[C:23]([CH:28]=[CH:29][C:30]=1[OH:31])[C:24]([O:26]C)=[O:25].CC(OC(/N=N/C(OC(C)C)=O)=O)C.[OH-].[Na+]>C1COCC1.CO.CC(O)C>[Cl:20][C:21]1[CH:22]=[C:23]([CH:28]=[CH:29][C:30]=1[O:31][CH:1]([CH3:6])[CH3:2])[C:24]([OH:26])=[O:25] |f:3.4|. Procedure details: Propan-2-ol (2.45 ml) and PPh3 (1.18 g) were dissolved in THF (30 ml), cooled to 0° C., treated with methyl 3-chloro-4-hydroxybenzoate (6.00 g) followed by the drop-wise addition of DIAD (9.44 ml) and stirred at RT overnight. The reaction mixture was then evaporated and purified on silica cartridges (4×100 g), eluting with a 0 to 40% mixture of EtOAc in pentane to give the crude product (7.00 g) as a colourless oil. This was dissolved in MeOH (30 ml) and 2 M aqueous NaOH (30 ml) and stirred at R...